From a dataset of the Open Reaction Database (ORD), a public repository of structured organic reaction records. describe an organic reaction: reactants, conditions, products, and yield Reactants: Nc1ccnc(Cl)c1, Cl, O=N[O-], [Na+], [Na+], [OH-], O, Cl[Sn]Cl, c1ccncc1. Yields the product NNc1ccnc(Cl)c1. Reaction SMILES: [Cl:1][c:2]1[n:3][cH:4][cH:5][c:6]([NH2:8])[cH:7]1.[ClH:18].[N:9]([O-:10])=[O:11].[Na+:12].[Na+:17].[OH-:16].[OH2:19].[Sn:13]([Cl:14])[Cl:15].[cH:20]1[cH:21][cH:22][n:23][cH:24][cH:25]1>>[Cl:1][c:2]1[n:3][cH:4][cH:5][c:6]([NH:8][NH2:9])[cH:7]1. The reactants are C(C)(C)(C)OC(=O)NN1C[C@H](CC1)O ((S)-1-(tert-Butoxycarbonylamino)-3-hydroxypyrrolidine), C(C)(C)N(C(C)C)CC (N,N-diisopropyl-ethylamine), CS(=O)(=O)Cl (methanesulfonyl chloride). Solvent: C(Cl)Cl (methylene chloride). Reaction conditions: time 4 hour. Product: C(C)(C)(C)OC(=O)NN1C[C@H](CC1)OS(=O)(=O)C ((S)-1-(tert-butoxycarbonyl-amino)-3-methanesulfonyloxypyrrolidine). Isolated yield 66.2%. Reaction SMILES: [C:1]([O:5][C:6]([NH:8][N:9]1[CH2:13][CH2:12][C@H:11]([OH:14])[CH2:10]1)=[O:7])([CH3:4])([CH3:3])[CH3:2].C(N(CC)C(C)C)(C)C.[CH3:24][S:25](Cl)(=[O:27])=[O:26]>C(Cl)Cl>[C:1]([O:5][C:6]([NH:8][N:9]1[CH2:13][CH2:12][C@H:11]([O:14][S:25]([CH3:24])(=[O:27])=[O:26])[CH2:10]1)=[O:7])([CH3:4])([CH3:2])[CH3:3]. Procedure details: (S)-1-(tert-Butoxycarbonylamino)-3-hydroxypyrrolidine (40 g, 0.21 mol) was dissolved in anhydrous methylene chloride (400 mL), in the presence of N,N-diisopropyl-ethylamine (73 mL, 0.42 mol, 2 equiv.) and cooled using an ice bath. This solution was treated with methanesulfonyl chloride (18 mL, 0.23 mol, 1.1 equiv.) over a 30 min. period and was then allowed to stir at room temperature for 4 h. The solution was concentrated and the residue dissolved in ethyl acetate (250 mL). The resulting organi... RXN SMILES: [CH3:14][O:15][c:16]1[cH:17][c:18]([C:24]([CH3:25])=[O:26])[cH:19][cH:20][c:21]1[O:22][CH3:23].[CH3:27][OH:28].[OH:1][c:2]1[cH:3][c:4]([CH:5]=[O:6])[cH:7][c:8]([N+:11](=[O:12])[O-:13])[c:9]1[OH:10]>>[OH:1][c:2]1[cH:3][c:4]([CH:5]=[CH:25][C:24]([c:18]2[cH:17][c:16]([O:15][CH3:14])[c:21]([O:22][CH3:23])[cH:20][cH:19]2)=[O:26])[cH:7][c:8]([N+:11](=[O:12])[O-:13])[c:9]1[OH:10]. The reactants are COc1ccc(C(C)=O)cc1OC, CO, O=Cc1cc(O)c(O)c([N+](=O)[O-])c1. The product is COc1ccc(C(=O)C=Cc2cc(O)c(O)c([N+](=O)[O-])c2)cc1OC.